Dataset: the Open Reaction Database (ORD), a public repository of structured organic reaction records. Task: describe an organic reaction: reactants, conditions, products, and yield Reactants: ClC1=C(C(=O)O)C(=CC(=C1)[N+](=O)[O-])Cl (2,6-dichloro-4-nitrobenzoic acid), S(=O)(Cl)Cl (thionyl chloride). Run in CN(C=O)C (N,N-dimethylformamide). The product is ClC1=C(C(=O)Cl)C(=CC(=C1)[N+](=O)[O-])Cl (2,6-dichloro-4-nitrobenzoyl chloride). RXN SMILES: [Cl:1][C:2]1[CH:10]=[C:9]([N+:11]([O-:13])=[O:12])[CH:8]=[C:7]([Cl:14])[C:3]=1[C:4](O)=[O:5].S(Cl)([Cl:17])=O>CN(C)C=O>[Cl:1][C:2]1[CH:10]=[C:9]([N+:11]([O-:13])=[O:12])[CH:8]=[C:7]([Cl:14])[C:3]=1[C:4]([Cl:17])=[O:5]. Procedure details: A mixture of 2,6-dichloro-4-nitrobenzoic acid (1.53 g, 6.5 mmol), thionyl chloride (1.0 cm3, 13.7 mmol) and N,N-dimethylformamide (0.1 cm3) were heated under reflux for 1.5 h. The mixture was evaporated under reduced pressure to an oil which was purified by evaporative distillation yielding 2,6-dichloro-4-nitrobenzoyl chloride as a pale yellow oil (1.37 g, bp 140° C. at 0.2mm Hg) which solidified with cooling. (mp 63°-5° C.).